From a dataset of the Open Reaction Database (ORD), a public repository of structured organic reaction records. describe an organic reaction: reactants, conditions, products, and yield Reactants: [Li+].CC(C)[N-]C(C)C (LDA), CN1CCCN(C1=O)C (DMPU), C1(=CC=CC=C1)CC(=O)OCC (ethyl phenylacetate), CI (methyl iodide). Run in C1CCOC1 (THF), O (water). Conditions: time 1 hour. The product is C(C)OC(C(C)C1=CC=CC=C1)=O (2-Phenylpropionic acid ethyl ester). The yield is 71.6%. As a reaction SMILES: [C:1]1([CH2:7][C:8]([O:10][CH2:11][CH3:12])=[O:9])[CH:6]=[CH:5][CH:4]=[CH:3][CH:2]=1.[Li+].[CH3:14]C([N-]C(C)C)C.CI.CN1C(=O)N(C)CCC1>C1COCC1.O>[CH2:11]([O:10][C:8](=[O:9])[CH:7]([C:1]1[CH:6]=[CH:5][CH:4]=[CH:3][CH:2]=1)[CH3:14])[CH3:12] |f:1.2|. Reported procedure: Under N2 atmosphere, a solution of ethyl phenylacetate (800.0 g, 4.87 mol) in anhydrous THF (6.4 L) was cooled to −40° C. and a solution of LDA (2.0 M in heptane/THF, ethylbenzene, 2.43 L, 4.86 mol) was added dropwise over 30 min. The reaction mixture was stirred for 1 h, and methyl iodide (968 g, 6.82 mol) was added dropwise over 20 min, followed by the addition of DMPU (320 mL). After 1 h, the reaction mixture was allowed to warm to room temperature and stirred overnight. The reaction mixture ...